This data is from the Open Reaction Database (ORD), a public repository of structured organic reaction records. The task is: describe an organic reaction: reactants, conditions, products, and yield Starting materials: O=C([O-])[O-], O=[N+]([O-])c1ccc(F)c(F)c1, [K+], [K+], O=C1CCNCC1, CN(C)C=O. Yields the product O=C1CCN(c2ccc([N+](=O)[O-])cc2F)CC1. Reaction SMILES: [C:8](=[O:9])([O-:10])[O-:11].[F:14][c:15]1[cH:16][c:17]([N+:22](=[O:23])[O-:24])[cH:18][cH:19][c:20]1[F:21].[K+:12].[K+:13].[NH:1]1[CH2:2][CH2:3][C:4](=[O:7])[CH2:5][CH2:6]1.[O:25]=[CH:26][N:27]([CH3:28])[CH3:29]>>[N:1]1([c:20]2[c:15]([F:14])[cH:16][c:17]([N+:22](=[O:23])[O-:24])[cH:18][cH:19]2)[CH2:2][CH2:3][C:4](=[O:7])[CH2:5][CH2:6]1. Starting materials: COc1cccc(OC)c1C(=O)NC1C(=O)N(OCc2ccccc2)C1C, CCO, C1=CCC=CC1, [Pd]. Product: COc1cccc(OC)c1C(=O)NC1C(=O)N(O)C1C. As a reaction SMILES: [CH3:1][O:2][c:3]1[c:4]([C:5](=[O:6])[NH:7][CH:8]2[C:9](=[O:21])[N:10]([O:13][CH2:14][c:15]3[cH:16][cH:17][cH:18][cH:19][cH:20]3)[CH:11]2[CH3:12])[c:22]([O:26][CH3:27])[cH:23][cH:24][cH:25]1.[CH3:34][CH2:35][OH:36].[CH:28]1=[CH:33][CH2:32][CH:31]=[CH:30][CH2:29]1.[Pd:37]>>[CH3:1][O:2][c:3]1[c:4]([C:5](=[O:6])[NH:7][CH:8]2[C:9](=[O:21])[N:10]([OH:13])[CH:11]2[CH3:12])[c:22]([O:26][CH3:27])[cH:23][cH:24][cH:25]1. Starting materials: solution, [OH-].[K+] (potassium hydroxide), solution, C(CCN)N (1,3-propanediamine), COC1C(CCCC1)=O (2-methoxycyclohexanone), Ru2Cl4 [(S)-BINAP]2NEt3, [H][H] (hydrogen). The solvent is CC(C)O (2-propanol), CC(C)O (2-propanol), CC(C)O (2-propanol). Conditions: time 1.5 hour. Product: CO[C@@H]1[C@@H](CCCC1)O ((1R,2S)-2-methoxycyclohexanol). RXN SMILES: [OH-].[K+].C(N)CCN.[CH3:8][O:9][CH:10]1[CH2:15][CH2:14][CH2:13][CH2:12][C:11]1=[O:16].[H][H]>CC(O)C>[CH3:8][O:9][C@H:10]1[CH2:15][CH2:14][CH2:13][CH2:12][C@H:11]1[OH:16] |f:0.1|. Reported procedure: In a 100 ml autoclave were charged 1.75 ml of a 0.2M solution of potassium hydroxide (0.35 mmol) in 2-propanol, 0.2 ml of a 0.1M solution of 1,3-propanediamine (0.02 mmol) in 2-propanol, 1.28 g (10.0 mmol) of 2-methoxycyclohexanone, 8.4 mg (0.005 mmol) of Ru2Cl4 [(S)-BINAP]2NEt3, and 8 ml of 2-propanol in a nitrogen atmosphere, and hydrogen was introduced therein to 50 atm. The mixture was stirred at room temperature for 1.5 hours. The disappearance of the starting material was confirmed by gas ... Starting materials: FC1=CC=C(C(=O)C2CCNCC2)C=C1 (4-(p-fluorobenzoyl)-piperidine), ClCCCN1C=NC=2N(C(N(C)C(C12)=O)=O)C (7-(chloropropyl)-theophylline), product. Conditions: temperature 100 celsius, time 8 hour. Product: FC1=CC=C(C(=O)C2CCN(CC2)CCCN2C=NC=3N(C(N(C)C(C23)=O)=O)C)C=C1 (7-[3-[4-(p-fluorobenzoyl)-piperidino]-propyl]-theophylline). Yield: 43.5%. As a reaction SMILES: [F:1][C:2]1[CH:15]=[CH:14][C:5]([C:6]([CH:8]2[CH2:13][CH2:12][NH:11][CH2:10][CH2:9]2)=[O:7])=[CH:4][CH:3]=1.Cl[CH2:17][CH2:18][CH2:19][N:20]1[C:29]2[C:28](=[O:30])[N:26]([CH3:27])[C:25](=[O:31])[N:24]([CH3:32])[C:23]=2[N:22]=[CH:21]1>>[F:1][C:2]1[CH:3]=[CH:4][C:5]([C:6]([CH:8]2[CH2:13][CH2:12][N:11]([CH2:17][CH2:18][CH2:19][N:20]3[C:29]4[C:28](=[O:30])[N:26]([CH3:27])[C:25](=[O:31])[N:24]([CH3:32])[C:23]=4[N:22]=[CH:21]3)[CH2:10][CH2:9]2)=[O:7])=[CH:14][CH:15]=1. Reported procedure: 10.2 g 4-(p-fluorobenzoyl)-piperidine and 16.5 g 7-(chloropropyl)-theophylline are carefully mixed in the solid state and heated to 100° C. in a round flask in an oil bath. The mixture at first results in a clear melt, subsequently begins to crystallize and then changes into a solid mass. It is allowed to cool after 10 minutes, dissolved in ethyl acetate and 2n hydrochloric acid is added, whereby a dark oil separates in the organic phase, crystallizing on standing overnight. By recrystallizaing ...